Dataset: the Open Reaction Database (ORD), a public repository of structured organic reaction records. Task: describe an organic reaction: reactants, conditions, products, and yield The reactants are C1OC=2C=C(C=CC2O1)NC1CCN(CC1)CC1=CC(=NC=C1)C1=CC(=C(C(=C1)OC)OC)OC (4-(3,4-Methylenedioxyphenylamino)-1-[[2-(3,4,5-trimethoxyphenyl)pyridin-4-yl]methyl]piperidine), COC=1C=C(C=C(C1OC)OC)C=1C=C(CCl)C=CC1 (3-(3,4,5-trimethoxyphenyl)benzyl chloride), C1(=C(C(=C(C(=C1F)F)F)N)F)N.Cl.Cl (dihydrochloride). The product is Cl.Cl.C1OC=2C=C(C=CC2O1)N(CC1=CC(=CC=C1)C1=CC(=C(C(=C1)OC)OC)OC)C1CCN(CC1)CC1=CC(=NC=C1)C1=CC(=C(C(=C1)OC)OC)OC (4-[N-(3,4-Methylenedioxyphenyl)-N-[3-(3,4,5-trimethoxyphenyl)benzyl]amino]-1-[[2-(3,4,5-trimethoxyphenyl)pyridin-4-yl]methyl]piperidine Dihydrochloride). As a reaction SMILES: [CH2:1]1[O:9][C:8]2[CH:7]=[CH:6][C:5]([NH:10][CH:11]3[CH2:16][CH2:15][N:14]([CH2:17][C:18]4[CH:23]=[CH:22][N:21]=[C:20]([C:24]5[CH:29]=[C:28]([O:30][CH3:31])[C:27]([O:32][CH3:33])=[C:26]([O:34][CH3:35])[CH:25]=5)[CH:19]=4)[CH2:13][CH2:12]3)=[CH:4][C:3]=2[O:2]1.[CH3:36][O:37][C:38]1[CH:39]=[C:40]([C:48]2[CH:49]=[C:50]([CH:53]=[CH:54][CH:55]=2)[CH2:51][Cl:52])[CH:41]=[C:42]([O:46][CH3:47])[C:43]=1[O:44][CH3:45].C1(N)C(F)=C(F)C(F)=C(N)C=1F.[ClH:68].Cl>>[ClH:52].[ClH:68].[CH2:1]1[O:9][C:8]2[CH:7]=[CH:6][C:5]([N:10]([CH:11]3[CH2:16][CH2:15][N:14]([CH2:17][C:18]4[CH:23]=[CH:22][N:21]=[C:20]([C:24]5[CH:25]=[C:26]([O:34][CH3:35])[C:27]([O:32][CH3:33])=[C:28]([O:30][CH3:31])[CH:29]=5)[CH:19]=4)[CH2:13][CH2:12]3)[CH2:51][C:50]3[CH:53]=[CH:54][CH:55]=[C:48]([C:40]4[CH:41]=[C:42]([O:46][CH3:47])[C:43]([O:44][CH3:45])=[C:38]([O:37][CH3:36])[CH:39]=4)[CH:49]=3)=[CH:4][C:3]=2[O:2]1 |f:2.3.4,5.6.7|. Reported procedure: 4-(3,4-Methylenedioxyphenylamino)-1-[[2-(3,4,5-trimethoxyphenyl)pyridin-4-yl]methyl]piperidine (119 mg) and 3-(3,4,5-trimethoxyphenyl)benzyl chloride (114 mg) were condensed by the same manner as described in Example 9. Yellow oil of a free base was converted to a dihydrochloride which gave the title compound as yellow powder. The reactants are O=C1C=C2CC[C@H]3[C@@H]4CC[C@@H]([C@@]4(C)CC[C@@H]3[C@]2(CC1)C)C(=O)O (3-oxoandrost-4-ene-17β-carboxylic acid), C(C(=O)Cl)(=O)Cl (oxalyl chloride). Run in C(Cl)Cl (methylene chloride), CN(C=O)C (dimethylformamide), C(Cl)Cl (methylene chloride). Reaction conditions: temperature 0 celsius, time 1 hour. Yields the product O=C1C=C2CC[C@H]3[C@@H]4CC[C@@H]([C@@]4(C)CC[C@@H]3[C@]2(CC1)C)C(=O)Cl (3-oxo-androst-4-ene-17β-carbonyl chloride). RXN SMILES: [O:1]=[C:2]1[CH2:19][CH2:18][C@@:17]2([CH3:20])[C:4]([CH2:5][CH2:6][C@@H:7]3[C@@H:16]2[CH2:15][CH2:14][C@@:12]2([CH3:13])[C@H:8]3[CH2:9][CH2:10][C@@H:11]2[C:21]([OH:23])=O)=[CH:3]1.C(Cl)(=O)C([Cl:27])=O>C(Cl)Cl.CN(C)C=O>[O:1]=[C:2]1[CH2:19][CH2:18][C@@:17]2([CH3:20])[C:4]([CH2:5][CH2:6][C@@H:7]3[C@@H:16]2[CH2:15][CH2:14][C@@:12]2([CH3:13])[C@H:8]3[CH2:9][CH2:10][C@@H:11]2[C:21]([Cl:27])=[O:23])=[CH:3]1. Procedure: To a stirred solution of 3-oxoandrost-4-ene-17β-carboxylic acid (30 g) in methylene chloride (300 mL) and dimethylformamide (1.82 mL) a solution of oxalyl chloride (9.28 mL) in methylene chloride (30 mL) was added dropwise at 0° C. under nitrogen atmosphere. After stirring at 0° C. for 1 hour the reaction was completed. The volatile compounds were removed under vacuum, the solid was taken up with cyclohexane (200 mL) and evaporated to dryness (twice). The 3-oxo-androst-4-ene-17β-carbonyl chlorid...